Dataset: the Open Reaction Database (ORD), a public repository of structured organic reaction records. Task: describe an organic reaction: reactants, conditions, products, and yield RXN SMILES: [CH3:1][c:2]1[c:3]([C:20](=[O:21])[O:22][CH2:23][CH3:24])[c:4](-[c:14]2[cH:15][cH:16][n:17][cH:18][cH:19]2)[n:5][c:6](-[c:8]2[cH:9][cH:10][cH:11][cH:12][cH:13]2)[n:7]1.[CH3:27][CH2:28][OH:29].[K+:26].[OH-:25]>>[CH3:1][c:2]1[c:3]([C:20](=[O:21])[OH:22])[c:4](-[c:14]2[cH:15][cH:16][n:17][cH:18][cH:19]2)[n:5][c:6](-[c:8]2[cH:9][cH:10][cH:11][cH:12][cH:13]2)[n:7]1. Yields the product Cc1nc(-c2ccccc2)nc(-c2ccncc2)c1C(=O)O. The reactants are CCOC(=O)c1c(C)nc(-c2ccccc2)nc1-c1ccncc1, CCO, [K+], [OH-]. Procedure details: To an argon-purged pressure-resistant glass vessel (100 mL) equipped with a magnetic stir bar, RuCl[(R)-daipena][(R)-dm-segphos] (2.0 mg, 1.7 μmol) and KO(t-Bu) (9.2 mg, 0.082 mmol) were added, and the vessel was purged with argon again. To this vessel, a toluene (1.7 mL) solution containing 2-ethylquinoxaline (269.4 mg, 1.70 mmol) and being degassed by the freeze-pump-thaw technique in advance was added by pressure transfer using a cannula. An operation in which hydrogen was introduced into the... Starting materials: C(C)C1=NC2=CC=CC=C2N=C1 (2-ethylquinoxaline), RuCl[(R)-daipena][(R)-dm-segphos], KO(t-Bu). Run at temperature 40 celsius, time 25 hour. Reaction SMILES: [CH2:1]([C:3]1[CH:12]=[N:11][C:10]2[C:5](=[CH:6][CH:7]=[CH:8][CH:9]=2)[N:4]=1)[CH3:2]>C1(C)C=CC=CC=1>[CH2:1]([C@H:3]1[CH2:12][NH:11][C:10]2[C:5](=[CH:6][CH:7]=[CH:8][CH:9]=2)[NH:4]1)[CH3:2]. Product: C(C)[C@@H]1NC2=CC=CC=C2NC1 ((S)-2-ethyl-1,2,3,4-tetrahydroquinoxaline). Run in C1(=CC=CC=C1)C (toluene). Isolated yield 95.8%.